Dataset: the Open Reaction Database (ORD), a public repository of structured organic reaction records. Task: describe an organic reaction: reactants, conditions, products, and yield Reactants: C(C)OC(=O)C=1C=NC2=C(C=CC=C2C1NC1CCCC1)OC (4-cyclopentylamino-8-methoxy-quinoline-3-carboxylic acid ethyl ester), FC(OC1=CC=C(C=C1)N=C=O)F (1-difluoromethoxy-4-isocyanato-benzene). The product is C1(CCCC1)N1C(N(C(C=2C=NC=3C(=CC=CC3C21)OC)=O)C2=CC=C(C=C2)OC(F)F)=O (1-Cyclopentyl-3-(4-difluoromethoxy-phenyl)-7-methoxy-1H-pyrimido[5,4-c]quinoline-2,4-dione). Isolated yield 41.9%. RXN SMILES: C(O[C:4]([C:6]1[CH:7]=[N:8][C:9]2[C:14]([C:15]=1[NH:16][CH:17]1[CH2:21][CH2:20][CH2:19][CH2:18]1)=[CH:13][CH:12]=[CH:11][C:10]=2[O:22][CH3:23])=[O:5])C.[F:24][CH:25]([F:36])[O:26][C:27]1[CH:32]=[CH:31][C:30]([N:33]=[C:34]=[O:35])=[CH:29][CH:28]=1>>[CH:17]1([N:16]2[C:15]3[C:14]4[CH:13]=[CH:12][CH:11]=[C:10]([O:22][CH3:23])[C:9]=4[N:8]=[CH:7][C:6]=3[C:4](=[O:5])[N:33]([C:30]3[CH:31]=[CH:32][C:27]([O:26][CH:25]([F:24])[F:36])=[CH:28][CH:29]=3)[C:34]2=[O:35])[CH2:18][CH2:19][CH2:20][CH2:21]1. Procedure details: 1-Cyclopentyl-3-(4-difluoromethoxy-phenyl)-7-methoxy-1H-pyrimido[5,4-c]quinoline-2,4-dione (19 mg) was prepared from 4-cyclopentylamino-8-methoxy-quinoline-3-carboxylic acid ethyl ester (0.1 mmol) and 1-difluoromethoxy-4-isocyanato-benzene (0.5 mmol) following general procedure C. LCMS: m/z 454 [M+1]+. The reactants are O=Cc1cccc(Br)c1, COCCOC, [Na+], [Na+], O=C([O-])[O-], O, c1ccc(P(c2ccccc2)(c2ccccc2)[Pd](P(c2ccccc2)(c2ccccc2)c2ccccc2)(P(c2ccccc2)(c2ccccc2)c2ccccc2)P(c2ccccc2)(c2ccccc2)c2ccccc2)cc1, OB(O)c1ccsc1. Product: O=Cc1cccc(-c2ccsc2)c1. Reaction SMILES: [Br:9][c:10]1[cH:11][c:12]([CH:13]=[O:14])[cH:15][cH:16][cH:17]1.[CH3:25][O:26][CH2:27][CH2:28][O:29][CH3:30].[Na+:18].[Na+:19].[O-:20][C:21](=[O:22])[O-:23].[OH2:24].[cH:31]1[cH:32][cH:33][c:34]([P:35]([Pd:36]([P:37]([c:38]2[cH:39][cH:40][cH:41][cH:42][cH:43]2)([c:44]2[cH:45][cH:46][cH:47][cH:48][cH:49]2)[c:50]2[cH:51][cH:52][cH:53][cH:54][cH:55]2)([P:56]([c:57]2[cH:58][cH:59][cH:60][cH:61][cH:62]2)([c:63]2[cH:64][cH:65][cH:66][cH:67][cH:68]2)[c:69]2[cH:70][cH:71][cH:72][cH:73][cH:74]2)[P:75]([c:76]2[cH:77][cH:78][cH:79][cH:80][cH:81]2)([c:82]2[cH:83][cH:84][cH:85][cH:86][cH:87]2)[c:88]2[cH:89][cH:90][cH:91][cH:92][cH:93]2)([c:94]2[cH:95][cH:96][cH:97][cH:98][cH:99]2)[c:100]2[cH:101][cH:102][cH:103][cH:104][cH:105]2)[cH:106][cH:107]1.[s:1]1[cH:2][c:3]([B:6]([OH:7])[OH:8])[cH:4][cH:5]1>>[s:1]1[cH:2][c:3](-[c:10]2[cH:11][c:12]([CH:13]=[O:14])[cH:15][cH:16][cH:17]2)[cH:4][cH:5]1. The reactants are O=C1c2ccccc2CN1CC1(N2CCN(C3CC3)CC2)CCN(Cc2ccccc2)CC1, CC(=O)O, CCO, [H][H], [OH-], [OH-], [Pd+2]. Product: O=C1c2ccccc2CN1CC1(N2CCN(C3CC3)CC2)CCNCC1. RXN SMILES: [CH2:1]([c:2]1[cH:3][cH:4][cH:5][cH:6][cH:7]1)[N:8]1[CH2:9][CH2:10][C:11]([N:14]2[CH2:15][CH2:16][N:17]([CH:20]3[CH2:21][CH2:22]3)[CH2:18][CH2:19]2)([CH2:23][N:24]2[C:25](=[O:33])[c:26]3[cH:27][cH:28][cH:29][cH:30][c:31]3[CH2:32]2)[CH2:12][CH2:13]1.[CH3:34][C:35](=[O:36])[OH:37].[CH3:40][CH2:41][OH:42].[H:38][H:39].[OH-:43].[OH-:44].[Pd+2:45]>>[NH:8]1[CH2:9][CH2:10][C:11]([N:14]2[CH2:15][CH2:16][N:17]([CH:20]3[CH2:21][CH2:22]3)[CH2:18][CH2:19]2)([CH2:23][N:24]2[C:25](=[O:33])[c:26]3[cH:27][cH:28][cH:29][cH:30][c:31]3[CH2:32]2)[CH2:12][CH2:13]1.